From a dataset of the Open Reaction Database (ORD), a public repository of structured organic reaction records. describe an organic reaction: reactants, conditions, products, and yield The reactants are FC(C(=O)O)(F)F (Trifluoroacetic acid), FC(C=1N=CC(=NC1)C(=O)NC=1C=CC(=C(C1)[C@@]12N=C(N(C([C@@H]1[C@H](OC2)C(F)(F)F)=O)C)NC(OC(C)(C)C)=O)F)F (tert-butyl ((4aS,5S,7aS)-7a-(5-(5-(difluoromethyl)pyrazine-2-carboxamido)-2-fluorophenyl)-3-methyl-4-oxo-5-(trifluoromethyl)-3,4,4a,5,7,7a-hexahydrofuro[3,4-d]pyrimidin-2-yl)carbamate). The solvent is C(Cl)Cl (DCM). Product: NC=1N(C([C@H]2[C@@](N1)(CO[C@@H]2C(F)(F)F)C=2C=C(C=CC2F)NC(=O)C2=NC=C(N=C2)C(F)F)=O)C (N-(3-((4aS,5S,7aS)-2-Amino-3-methyl-4-oxo-5-(trifluoromethyl)-3,4,4a,5,7,7a-hexahydrofuro[3,4-d]pyrimidin-7a-yl)-4-fluorophenyl)-5-(difluoromethyl)pyrazine-2-carboxamide). Yield: 95.5%. RXN SMILES: FC(F)(F)C(O)=O.[F:8][CH:9]([F:49])[C:10]1[N:11]=[CH:12][C:13]([C:16]([NH:18][C:19]2[CH:20]=[CH:21][C:22]([F:48])=[C:23]([C@:25]34[CH2:33][O:32][C@H:31]([C:34]([F:37])([F:36])[F:35])[C@H:30]3[C:29](=[O:38])[N:28]([CH3:39])[C:27]([NH:40]C(=O)OC(C)(C)C)=[N:26]4)[CH:24]=2)=[O:17])=[N:14][CH:15]=1>C(Cl)Cl>[NH2:40][C:27]1[N:28]([CH3:39])[C:29](=[O:38])[C@@H:30]2[C@@H:31]([C:34]([F:37])([F:36])[F:35])[O:32][CH2:33][C@:25]2([C:23]2[CH:24]=[C:19]([NH:18][C:16]([C:13]3[CH:12]=[N:11][C:10]([CH:9]([F:49])[F:8])=[CH:15][N:14]=3)=[O:17])[CH:20]=[CH:21][C:22]=2[F:48])[N:26]=1. Reported procedure: Trifluoroacetic acid (1 mL) was added to a stirred solution of tert-butyl ((4aS,5S,7aS)-7a-(5-(5-(difluoromethyl)pyrazine-2-carboxamido)-2-fluorophenyl)-3-methyl-4-oxo-5-(trifluoromethyl)-3,4,4a,5,7,7a-hexahydrofuro[3,4-d]pyrimidin-2-yl)carbamate (92 mg, 0.15 mmol) in DCM (2 mL) at RT. After 1 h at this temperature the volatiles were removed in vacuo and the residue was azeotroped with PhMe (×2). The residue was then taken up in MeOH and loaded on to a SCX cartridge (5 g). The cartridge was elut...